Dataset: the Open Reaction Database (ORD), a public repository of structured organic reaction records. Task: describe an organic reaction: reactants, conditions, products, and yield Starting materials: C[Si](C#CC(O)C1=CC(=C(C=C1)OCOCCOC)C12CC3CC(CC(C1)C3)C2)(C)C (a-trimethylsilylethynyl-3-(1-adamantyl)-4-methoxyethoxymethoxyphenylmethanol), C1CCOC1 (THF), [F-].C(CCC)[N+](CCCC)(CCCC)CCCC (tetrabutylammonium fluoride). Run in O (water). Reaction conditions: time 1 hour. Yields the product C(#C)C(COC)OCOC1=C(C=C(C=C1)CO)C12CC3CC(CC(C1)C3)C2 (a-ethynyl-3-(1-adamantyl)-4-methoxyethoxymethoxyphenylmethanol). RXN SMILES: C[Si](C)(C)C#C[CH:5]([C:7]1[CH:12]=[CH:11][C:10]([O:13][CH2:14][O:15][CH2:16][CH2:17][O:18][CH3:19])=[C:9]([C:20]23[CH2:29][CH:24]4[CH2:25][CH:26]([CH2:28][CH:22]([CH2:23]4)[CH2:21]2)[CH2:27]3)[CH:8]=1)[OH:6].[CH2:32]1COC[CH2:33]1.[F-].C([N+](CCCC)(CCCC)CCCC)CCC>O>[C:32]([CH:16]([O:15][CH2:14][O:13][C:10]1[CH:11]=[CH:12][C:7]([CH2:5][OH:6])=[CH:8][C:9]=1[C:20]12[CH2:21][CH:22]3[CH2:28][CH:26]([CH2:25][CH:24]([CH2:23]3)[CH2:29]1)[CH2:27]2)[CH2:17][O:18][CH3:19])#[CH:33] |f:2.3|. Procedure: 4.7 g (10.5 mmol) of a-trimethylsilylethynyl-3-(1-adamantyl)-4-methoxyethoxymethoxyphenylmethanol and 50 ml of THF were introduced into a round-bottomed flask and 11.4 ml (12.6 mmol) of tetrabutylammonium fluoride solution (1.1M in THF) was added dropwise. The reaction medium was stirred at room temperature for one hour and was then poured into water and extracted with ethyl ether. The organic phase was separated out after settling had taken place, dried over magnesium sulfate and evaporated. Th... Reactants: O[C@@H](C(=O)NC1=CC=C(C=C1)C1=NOC(=C1)C(=O)NC(C(=O)OC)C(C)C)C1=CC=CC=C1 (Methyl 2-(3-(4-((R)-2-hydroxy-2-phenylacetamido)phenyl)isoxazole-5-carboxamido)-3-methylbutanoate), O.[OH-].[Li+] (Lithium hydroxide monohydrate), Cl (HCl). Solvent: C1CCOC1 (THF). Run at time 6 hour. Product: O[C@@H](C(=O)NC1=CC=C(C=C1)C1=NOC(=C1)C(=O)NC(C(=O)O)C(C)C)C1=CC=CC=C1 (2-(3-(4-((R)-2-hydroxy-2-phenylacetamido)phenyl)isoxazole-5-carboxamido)-3-methylbutanoic acid). Reaction SMILES: [OH:1][C@H:2]([C:28]1[CH:33]=[CH:32][CH:31]=[CH:30][CH:29]=1)[C:3]([NH:5][C:6]1[CH:11]=[CH:10][C:9]([C:12]2[CH:16]=[C:15]([C:17]([NH:19][CH:20]([CH:25]([CH3:27])[CH3:26])[C:21]([O:23]C)=[O:22])=[O:18])[O:14][N:13]=2)=[CH:8][CH:7]=1)=[O:4].O.[OH-].[Li+].Cl>C1COCC1>[OH:1][C@H:2]([C:28]1[CH:29]=[CH:30][CH:31]=[CH:32][CH:33]=1)[C:3]([NH:5][C:6]1[CH:7]=[CH:8][C:9]([C:12]2[CH:16]=[C:15]([C:17]([NH:19][CH:20]([CH:25]([CH3:26])[CH3:27])[C:21]([OH:23])=[O:22])=[O:18])[O:14][N:13]=2)=[CH:10][CH:11]=1)=[O:4] |f:1.2.3|. Reported procedure: To Methyl 2-(3-(4-((R)-2-hydroxy-2-phenylacetamido)phenyl)isoxazole-5-carboxamido)-3-methylbutanoate (135 mg) in THF (4 ml) 1 M aqueous solution of Lithium hydroxide monohydrate (0.6 ml) was added and reaction mixture was stirred at RT for 6 hours. The reaction mixture was acidified with dilute HCl and extracted with EtOAc. Organic layer was collected and dried over Na2SO4 and concentrated to obtain off white solid, which was crystallized from EtOAc to obtain the title compound as white solid. Y... The reactants are C(C)(=O)OCC (ethyl acetate), ClC=1NC2=C(N1)C=CC=C2 (2-chlorobenzimidazole), [H-].[Na+] (sodium hydride), Cl.N1=C(C=CC=C1)CCl (2-picolyl chloride-hydrochloride). Solvent: O (water), CN(C=O)C (dimethylformamide). Reaction conditions: temperature 60 celsius, time 2 hour. Yields the product N1=C(C=CC=C1)CN1C(=NC2=C1C=CC=C2)Cl (1-(2-Picolyl)-2-chloro-benzimidazole). Reaction SMILES: [Cl:1][C:2]1[NH:3][C:4]2[CH:10]=[CH:9][CH:8]=[CH:7][C:5]=2[N:6]=1.[H-].[Na+].Cl.[N:14]1[CH:19]=[CH:18][CH:17]=[CH:16][C:15]=1[CH2:20]Cl.C(OCC)(=O)C>CN(C)C=O.O>[N:14]1[CH:19]=[CH:18][CH:17]=[CH:16][C:15]=1[CH2:20][N:3]1[C:4]2[CH:10]=[CH:9][CH:8]=[CH:7][C:5]=2[N:6]=[C:2]1[Cl:1] |f:1.2,3.4|. Procedure: 61.0 g of 2-chlorobenzimidazole are first added at 25° C. to a suspension of 41.9 g of sodium hydride (55-60% dispersion) in 500 ml of dimethylformamide, and 66.0 g of 2-picolyl chloride-hydrochloride are then added. The mixture is stirred for 1 hour at room temperature and for a further 2 hours at 60° C. After dilution with 1 liter of ethyl acetate, 250 ml of water are carefully added dropwise, the phases are separated, and the ethyl acetate phase is concentrated in vacuo. The remaining product... Starting materials: Cl (HCl), N[C@H](CO)CSC1=C(C=CC=C1)F ((2R)-2-amino-3-[(2-fluorophenyl)sulfanyl]propan-1-ol), O1CCOCC1 (dioxane), CC(C)(C)[O-].[K+] (potassium tert-butylate). The solvent is C(C)O (ethanol). Conditions: temperature 0 celsius, time 12 hour. The product is O1C[C@H](CSC2=C1C=CC=C2)N ((3R)-3,4-dihydro-2H-1,5-benzoxathiepin-3-amine). Reaction SMILES: [NH2:1][C@@H:2]([CH2:5][S:6][C:7]1[CH:12]=[CH:11][CH:10]=[CH:9][C:8]=1F)[CH2:3][OH:4].O1CCOCC1.CC([O-])(C)C.[K+].Cl>C(O)C>[O:4]1[C:8]2[CH:9]=[CH:10][CH:11]=[CH:12][C:7]=2[S:6][CH2:5][C@H:2]([NH2:1])[CH2:3]1 |f:2.3|. Procedure: In a round-bottom flask maintained under an inert atmosphere, 3.55 g (17.6 mmoles) of (2R)-2-amino-3-[(2-fluorophenyl)sulfanyl]propan-1-ol (4a-1) and 71 mL of dioxane are introduced. The solution is cooled to 0° C. then 9.90 g (88.2 mmoles) of potassium tert-butylate is added in portions, followed by stirring at ambient temperature for 12 hours. The mixture is then concentrated under reduced pressure and the residue taken up with water then extracted with ethyl acetate. The combined organic phas...